This data is from the Open Reaction Database (ORD), a public repository of structured organic reaction records. The task is: describe an organic reaction: reactants, conditions, products, and yield Reactants: O=C([O-])O, CCOc1cc2c(c3c1OC(C)(C)C3)C(c1cccc(N)c1)=NC(C)(C)C2, CS(=O)(=O)Cl, [Na+], c1ccncc1. The product is CCOc1cc2c(c3c1OC(C)(C)C3)C(c1cccc(NS(C)(=O)=O)c1)=NC(C)(C)C2. As a reaction SMILES: [C:33](=[O:34])([O-:35])[OH:36].[CH2:1]([CH3:2])[O:3][c:4]1[cH:5][c:6]2[c:11]([c:12]3[c:13]1[O:14][C:15]([CH3:17])([CH3:18])[CH2:16]3)[C:10]([c:19]1[cH:20][c:21]([NH2:25])[cH:22][cH:23][cH:24]1)=[N:9][C:8]([CH3:26])([CH3:27])[CH2:7]2.[CH3:28][S:29]([Cl:30])(=[O:31])=[O:32].[Na+:37].[cH:38]1[cH:39][cH:40][n:41][cH:42][cH:43]1>>[CH2:1]([CH3:2])[O:3][c:4]1[cH:5][c:6]2[c:11]([c:12]3[c:13]1[O:14][C:15]([CH3:17])([CH3:18])[CH2:16]3)[C:10]([c:19]1[cH:20][c:21]([NH:25][S:29]([CH3:28])(=[O:31])=[O:32])[cH:22][cH:23][cH:24]1)=[N:9][C:8]([CH3:26])([CH3:27])[CH2:7]2.